From a dataset of the Open Reaction Database (ORD), a public repository of structured organic reaction records. describe an organic reaction: reactants, conditions, products, and yield Reactants: C1=CC=CC2=NC=C3C=CC=CC3=C12 (phenanthridine), C(CCC1=CC=CC=C1)(=O)Cl (hydrocinnamoyl chloride), N1C=CC2=CC=CC=C12 (indole). Yields the product N1C=C(C2=CC=CC=C12)C1N(C=2C=CC=CC2C2=CC=CC=C12)C(CCC1=CC=CC=C1)=O (1-[6-(1H-Indol-3-yl)-6H-phenanthridin-5-yl]-3-phenyl-propan-1-one). RXN SMILES: [CH:1]1[C:14]2[C:5](=[N:6][CH:7]=[C:8]3[C:13]=2[CH:12]=[CH:11][CH:10]=[CH:9]3)[CH:4]=[CH:3][CH:2]=1.[C:15](Cl)(=[O:24])[CH2:16][CH2:17][C:18]1[CH:23]=[CH:22][CH:21]=[CH:20][CH:19]=1.[NH:26]1[C:34]2[C:29](=[CH:30][CH:31]=[CH:32][CH:33]=2)[CH:28]=[CH:27]1>>[NH:26]1[C:34]2[C:29](=[CH:30][CH:31]=[CH:32][CH:33]=2)[C:28]([CH:7]2[C:8]3[C:13](=[CH:12][CH:11]=[CH:10][CH:9]=3)[C:14]3[CH:1]=[CH:2][CH:3]=[CH:4][C:5]=3[N:6]2[C:15](=[O:24])[CH2:16][CH2:17][C:18]2[CH:23]=[CH:22][CH:21]=[CH:20][CH:19]=2)=[CH:27]1. Reported procedure: 1-[6-(1H-Indol-3-yl)-6H-phenanthridin-5-yl]-3-phenyl-propan-1-one was prepared from phenanthridine, hydrocinnamoyl chloride, and indole according to GP 2.